From a dataset of the Open Reaction Database (ORD), a public repository of structured organic reaction records. describe an organic reaction: reactants, conditions, products, and yield Reaction SMILES: C[O:2][C:3](=[O:9])[CH2:4][CH2:5][CH2:6][CH2:7]Br.C(=O)([O-])[O-].[K+].[K+].[I-].[K+].[NH:18]1[CH2:23][CH2:22][CH2:21][CH2:20][CH2:19]1>C(#N)C.O>[N:18]1([CH2:7][CH2:6][CH2:5][CH2:4][C:3]([OH:2])=[O:9])[CH2:23][CH2:22][CH2:21][CH2:20][CH2:19]1 |f:1.2.3,4.5|. The reactants are C([O-])([O-])=O.[K+].[K+] (potassium carbonate), [I-].[K+] (potassium iodide), N1CCCCC1 (piperidine), COC(CCCCBr)=O (5-Bromopentanoic acid methyl ester). Product: N1(CCCCC1)CCCCC(=O)O (5-piperidin-1-yl-pentanoic acid). Conditions: temperature 70 celsius, time 2.5 hour. Reported procedure: 5-Bromopentanoic acid methyl ester (1.22 g) was dissolved in acetonitrile (24.4 ml) and added with potassium carbonate (1.30 g), potassium iodide (0.104 g), and piperidine (0.928 ml) and the whole was stirred at 70° C. for 2.5 hours. The reaction solution was added with water and the whole was subjected to separation/extraction with chloroform. The organic layer was washed with a saturated saline solution and then dried with anhydrous sodium sulfate, followed by concentration under reduced press... Solvent: C(C)#N (acetonitrile), O (water). Reaction SMILES: [I:1]N1C(=O)CCC1=O.[CH3:9][C:10]([C@H:14]1[CH2:19][CH2:18][C@H:17]([O:20][C:21]2[CH:22]=[C:23]3[C:28](=[CH:29][CH:30]=2)[CH:27]=[C:26]([C@:31]2([CH3:37])[CH2:35][O:34][C:33](=[O:36])[NH:32]2)[CH:25]=[CH:24]3)[CH2:16][CH2:15]1)([CH3:13])[CH2:11][CH3:12]>C(Cl)Cl.[Cl-].[Cl-].[Cl-].[Cl-].[Zr+4]>[CH3:13][C:10]([C@H:14]1[CH2:19][CH2:18][C@H:17]([O:20][C:21]2[C:22]([I:1])=[C:23]3[C:28](=[CH:29][CH:30]=2)[CH:27]=[C:26]([C@:31]2([CH3:37])[CH2:35][O:34][C:33](=[O:36])[NH:32]2)[CH:25]=[CH:24]3)[CH2:16][CH2:15]1)([CH3:9])[CH2:11][CH3:12] |f:3.4.5.6.7|. Reported procedure: A mixture of N-iodosuccinimide (204.77 mg, 0.91016 mmol), (R)-4-{6-[trans-4-(1,1-dimethyl-propyl)-cyclohexyloxy]-naphthalen-2-yl}-4-methyl-oxazolidin-2-one (300.00 mg, 0.75847 mmol) and zirconium tetrachloride (35.3 mg, 0.152 mmol) in methylene chloride (10.00 mL) was stirred RT for 2.5 hrs. LCMS showed the reaction was completed. The solution was purified with 4 g of silica gel column eluted with ethyl acetate in hexanes from 10 to 50% to give 100 mg of white precipitate, (R)-4-{6-[trans-4-(1,1... Solvent: C(Cl)Cl (methylene chloride). Yield: 25.3%. Run at time 2.5 hour. Reagents/catalysts: [Cl-].[Cl-].[Cl-].[Cl-].[Zr+4] (zirconium tetrachloride). The product is CC(CC)(C)[C@@H]1CC[C@H](CC1)OC=1C(=C2C=CC(=CC2=CC1)[C@]1(NC(OC1)=O)C)I ((R)-4-{6-[trans-4-(1,1-dimethyl-propyl)-cyclohexyloxy]-5-iodo-naphthalen-2-yl}-4-methyl-oxazolidin-2-one). Reactants: IN1C(CCC1=O)=O (N-iodosuccinimide), CC(CC)(C)[C@@H]1CC[C@H](CC1)OC=1C=C2C=CC(=CC2=CC1)[C@]1(NC(OC1)=O)C ((R)-4-{6-[trans-4-(1,1-dimethyl-propyl)-cyclohexyloxy]-naphthalen-2-yl}-4-methyl-oxazolidin-2-one). Reactants: CN(C)C=O, CCOC(C)=O, Cn1c(=O)c2c(ncn2-c2ccccc2Cl)n(C)c1=O, O=C1CCC(=O)N1Cl. The product is Cn1c(=O)c2c(nc(Cl)n2-c2ccccc2Cl)n(C)c1=O. As a reaction SMILES: [CH3:29][N:30]([CH3:31])[CH:32]=[O:33].[CH3:34][CH2:35][O:36][C:37](=[O:38])[CH3:39].[Cl:1][c:2]1[c:3](-[n:8]2[cH:9][n:10][c:11]3[n:12]([CH3:20])[c:13](=[O:19])[n:14]([CH3:18])[c:15](=[O:17])[c:16]23)[cH:4][cH:5][cH:6][cH:7]1.[Cl:21][N:22]1[C:23](=[O:24])[CH2:25][CH2:26][C:27]1=[O:28]>>[Cl:1][c:2]1[c:3](-[n:8]2[c:9]([Cl:21])[n:10][c:11]3[n:12]([CH3:20])[c:13](=[O:19])[n:14]([CH3:18])[c:15](=[O:17])[c:16]23)[cH:4][cH:5][cH:6][cH:7]1. Starting materials: C1(=CC=CC=C1)COC(CN(CC(=O)OCC1=CC=CC=C1)C1=CC(=CC(=C1)OCCCCCCCCCCCCCCCCCC)C(=O)OC)=O (N-[3-(methoxycarbonyl)-5-(octadecyloxy)phenyl]-N-[2-(phenylmethoxy)-2-oxoethyl]glycine phenylmethyl ester), [H][H] (hydrogen). Reagents/catalysts: [Pd] (palladium on carbon). Run in C1CCOC1 (THF). Product: C(=O)(O)CN(CC(=O)O)C1=CC(=CC(=C1)OCCCCCCCCCCCCCCCCCC)C(=O)OC (N-(carboxymethyl)-N-[3-(methoxy-carbonyl)-5-(octadecyloxy)phenyl]glycine). Isolated yield 93.6%. As a reaction SMILES: C1(C[O:8][C:9](=[O:52])[CH2:10][N:11]([C:23]2[CH:28]=[C:27]([O:29][CH2:30][CH2:31][CH2:32][CH2:33][CH2:34][CH2:35][CH2:36][CH2:37][CH2:38][CH2:39][CH2:40][CH2:41][CH2:42][CH2:43][CH2:44][CH2:45][CH2:46][CH3:47])[CH:26]=[C:25]([C:48]([O:50][CH3:51])=[O:49])[CH:24]=2)[CH2:12][C:13]([O:15]CC2C=CC=CC=2)=[O:14])C=CC=CC=1.[H][H]>[Pd].C1COCC1>[C:9]([CH2:10][N:11]([C:23]1[CH:28]=[C:27]([O:29][CH2:30][CH2:31][CH2:32][CH2:33][CH2:34][CH2:35][CH2:36][CH2:37][CH2:38][CH2:39][CH2:40][CH2:41][CH2:42][CH2:43][CH2:44][CH2:45][CH2:46][CH3:47])[CH:26]=[C:25]([C:48]([O:50][CH3:51])=[O:49])[CH:24]=1)[CH2:12][C:13]([OH:15])=[O:14])([OH:52])=[O:8]. Reported procedure: A mixture of 2.63 g (3.67 mmol) of N-[3-(methoxycarbonyl)-5-(octadecyloxy)phenyl]-N-[2-(phenylmethoxy)-2-oxoethyl]glycine phenylmethyl ester and 0.5 g of 10% palladium on carbon in 150 ml of THF was shaken in a hydrogen atmosphere at room temperature for 3 hours. The catalyst was removed by filtration and the filtrate was concentrated to a solid which was recrystallized from methanol-water to give 1.84 g (93% yield, mp 119°-123°) of N-(carboxymethyl)-N-[3-(methoxy-carbonyl)-5-(octadecyloxy)pheny... Reactants: CNC(=O)Cc1ccc(O)cc1Cl, Cn1ccnc1-c1cc2nccc(Cl)c2s1. The product is CNC(=O)Cc1ccc(Oc2ccnc3cc(-c4nccn4C)sc23)cc1Cl. RXN SMILES: [Cl:17][c:18]1[c:19]([CH2:25][C:26](=[O:27])[NH:28][CH3:29])[cH:20][cH:21][c:22]([OH:24])[cH:23]1.[Cl:1][c:2]1[c:3]2[c:4]([n:5][cH:6][cH:7]1)[cH:8][c:9](-[c:11]1[n:12]([CH3:16])[cH:13][cH:14][n:15]1)[s:10]2>>[c:2]1([O:24][c:22]2[cH:21][cH:20][c:19]([CH2:25][C:26](=[O:27])[NH:28][CH3:29])[c:18]([Cl:17])[cH:23]2)[c:3]2[c:4]([n:5][cH:6][cH:7]1)[cH:8][c:9](-[c:11]1[n:12]([CH3:16])[cH:13][cH:14][n:15]1)[s:10]2. Reactants: CCBr, CCN(C(C)C)C(C)C, CN(C)C=O, CN1Cc2c(-c3noc(CN)n3)ncn2-c2ccsc2C1=O. The product is CCN(CC)Cc1nc(-c2ncn3c2CN(C)C(=O)c2sccc2-3)no1. RXN SMILES: [CH2:10]([CH3:11])[Br:12].[CH2:1]([CH3:2])[N:3]([CH:4]([CH3:5])[CH3:6])[CH:7]([CH3:8])[CH3:9].[CH3:35][N:36]([CH3:37])[CH:38]=[O:39].[NH2:13][CH2:14][c:15]1[n:16][c:17](-[c:20]2[n:21][cH:22][n:23]3[c:24]2[CH2:25][N:26]([CH3:34])[C:27](=[O:33])[c:28]2[c:29]-3[cH:30][cH:31][s:32]2)[n:18][o:19]1>>[CH2:1]([CH3:2])[N:13]([CH2:10][CH3:11])[CH2:14][c:15]1[n:16][c:17](-[c:20]2[n:21][cH:22][n:23]3[c:24]2[CH2:25][N:26]([CH3:34])[C:27](=[O:33])[c:28]2[c:29]-3[cH:30][cH:31][s:32]2)[n:18][o:19]1.